Dataset: the Open Reaction Database (ORD), a public repository of structured organic reaction records. Task: describe an organic reaction: reactants, conditions, products, and yield Reactants: OC1CCN(CC1)C(=O)N1CC(CC(C1)C1=CC(=CC=C1)C(F)(F)F)C(=O)O (1-[(4-Hydroxypiperidin-1-yl)carbonyl]-5-[3-(trifluoromethyl)phenyl]piperidine-3-carboxylic acid), FC=1C=C(C=CC1)C(N)=NO (3-fluoro-N′-hydroxybenzenecarboximidamide). Yields the product FC=1C=C(C=CC1)C1=NOC(=N1)C1CN(CC(C1)C1=CC(=CC=C1)C(F)(F)F)C(=O)N1CCC(CC1)O ({3-[3-(3-Fluorophenyl)-1,2,4-oxadiazol-5-yl]-5-[3-(trifluoromethyl)phenyl]piperidin-1-yl}(4-hydroxypiperidin-1-yl)methanone). Reaction SMILES: [OH:1][CH:2]1[CH2:7][CH2:6][N:5]([C:8]([N:10]2[CH2:15][CH:14]([C:16]3[CH:21]=[CH:20][CH:19]=[C:18]([C:22]([F:25])([F:24])[F:23])[CH:17]=3)[CH2:13][CH:12]([C:26]([OH:28])=O)[CH2:11]2)=[O:9])[CH2:4][CH2:3]1.[F:29][C:30]1[CH:31]=[C:32]([C:36](=[N:38]O)[NH2:37])[CH:33]=[CH:34][CH:35]=1>>[F:29][C:30]1[CH:31]=[C:32]([C:36]2[N:38]=[C:26]([CH:12]3[CH2:13][CH:14]([C:16]4[CH:21]=[CH:20][CH:19]=[C:18]([C:22]([F:24])([F:25])[F:23])[CH:17]=4)[CH2:15][N:10]([C:8]([N:5]4[CH2:6][CH2:7][CH:2]([OH:1])[CH2:3][CH2:4]4)=[O:9])[CH2:11]3)[O:28][N:37]=2)[CH:33]=[CH:34][CH:35]=1. Procedure: 75 mg (0.2 mmol) of the compound from Example 150A and 52 mg (0.3 mmol) of 3-fluoro-N′-hydroxybenzenecarboximidamide were reacted according to the General Method 2. Yield: 16 mg (18% of theory) Reaction SMILES: C[O:2][C:3]([C:5]1[NH:6][C:7]2[C:12]([C:13](=[O:15])[CH:14]=1)=[CH:11][C:10]([C:16](=[O:20])[CH2:17][CH2:18][CH3:19])=[C:9]([CH3:21])[C:8]=2[CH3:22])=[O:4].[OH-].[K+].O>CO>[C:16]([C:10]1[CH:11]=[C:12]2[C:7](=[C:8]([CH3:22])[C:9]=1[CH3:21])[NH:6][C:5]([C:3]([OH:4])=[O:2])=[CH:14][C:13]2=[O:15])(=[O:20])[CH2:17][CH2:18][CH3:19] |f:1.2|. Product: C(CCC)(=O)C=1C=C2C(C=C(NC2=C(C1C)C)C(=O)O)=O (6-butyryl-7,8-dimethyl-4-oxo-1,4-dihydroquinoline-2-carboxylic acid). Procedure details: 6.1 g of 6-butyryl-7,8-dimethyl-4-oxo-1,4-dihydroquinoline-2-carboxylic acid methyl ester are heated under reflux for 4 hours together with 3.66 g of potassium hydroxide, 1.46 ml of water and 64.4 ml of methanol. The reaction mixture is concentrated to dryness by evaporation, partitioned between ethyl acetate and water, the aqueous phases are acidified and the precipitated crystals are filtered with suction and washed with water. The 6-butyryl-7,8-dimethyl-4-oxo-1,4-dihydroquinoline-2-carboxylic... The solvent is CO (methanol). Starting materials: [OH-].[K+] (potassium hydroxide), O (water), COC(=O)C=1NC2=C(C(=C(C=C2C(C1)=O)C(CCC)=O)C)C (6-butyryl-7,8-dimethyl-4-oxo-1,4-dihydroquinoline-2-carboxylic acid methyl ester).